From a dataset of the Open Reaction Database (ORD), a public repository of structured organic reaction records. describe an organic reaction: reactants, conditions, products, and yield Reactants: FC(F)(F)c1ccc(Br)c(C(F)(F)F)c1, O=[N+]([O-])O, O=S(=O)(O)O. Yields the product O=[N+]([O-])c1cc(C(F)(F)F)cc(C(F)(F)F)c1Br. Reaction SMILES: [F:5][C:6]([c:7]1[c:8]([Br:17])[cH:9][cH:10][c:11]([C:13]([F:14])([F:15])[F:16])[cH:12]1)([F:18])[F:19].[OH:1][N+:2]([O-:3])=[O:4].[S:20](=[O:21])(=[O:22])([OH:23])[OH:24]>>[O-:1][N+:2](=[O:4])[c:9]1[c:8]([Br:17])[c:7]([C:6]([F:5])([F:18])[F:19])[cH:12][c:11]([C:13]([F:14])([F:15])[F:16])[cH:10]1. Starting materials: C=CCN1CCC2(CC1)CCC(c1ccccc1)(N(C)C)CC2, Cc1ccccc1. Product: CN(C)C1(c2ccccc2)CCC2(CCNCC2)CC1. Reaction SMILES: [CH2:1]([CH:2]=[CH2:3])[N:4]1[CH2:5][CH2:6][C:7]2([CH2:8][CH2:9]1)[CH2:10][CH2:11][C:12]([N:15]([CH3:16])[CH3:17])([c:18]1[cH:19][cH:20][cH:21][cH:22][cH:23]1)[CH2:13][CH2:14]2.[CH3:24][c:25]1[cH:26][cH:27][cH:28][cH:29][cH:30]1>>[NH:4]1[CH2:5][CH2:6][C:7]2([CH2:8][CH2:9]1)[CH2:10][CH2:11][C:12]([N:15]([CH3:16])[CH3:17])([c:18]1[cH:19][cH:20][cH:21][cH:22][cH:23]1)[CH2:13][CH2:14]2. Reactants: O=C([O-])[O-], C1CCOC1, COCCOC, COc1cccc(I)c1, Nc1ncccc1-c1ccc(B(O)O)cc1, [Na+], [Na+], O, O, O, O, O, O, O, O, O, O, O, c1ccc(P(c2ccccc2)(c2ccccc2)[Pd](P(c2ccccc2)(c2ccccc2)c2ccccc2)(P(c2ccccc2)(c2ccccc2)c2ccccc2)P(c2ccccc2)(c2ccccc2)c2ccccc2)cc1. The product is COc1cccc(-c2ccc(-c3cccnc3N)cc2)c1. Reaction SMILES: [C:36](=[O:37])([O-:38])[O-:39].[CH2:49]1[O:50][CH2:51][CH2:52][CH2:53]1.[CH3:42][O:43][CH2:44][CH2:45][O:46][CH3:47].[I:1][c:2]1[cH:3][c:4]([O:8][CH3:9])[cH:5][cH:6][cH:7]1.[NH2:10][c:11]1[n:12][cH:13][cH:14][cH:15][c:16]1-[c:17]1[cH:18][cH:19][c:20]([B:23]([OH:24])[OH:25])[cH:21][cH:22]1.[Na+:40].[Na+:41].[OH2:26].[OH2:27].[OH2:28].[OH2:29].[OH2:30].[OH2:31].[OH2:32].[OH2:33].[OH2:34].[OH2:35].[OH2:48].[cH:54]1[cH:55][cH:56][c:57]([P:58]([Pd:59]([P:60]([c:61]2[cH:62][cH:63][cH:64][cH:65][cH:66]2)([c:67]2[cH:68][cH:69][cH:70][cH:71][cH:72]2)[c:73]2[cH:74][cH:75][cH:76][cH:77][cH:78]2)([P:79]([c:80]2[cH:81][cH:82][cH:83][cH:84][cH:85]2)([c:86]2[cH:87][cH:88][cH:89][cH:90][cH:91]2)[c:92]2[cH:93][cH:94][cH:95][cH:96][cH:97]2)[P:98]([c:99]2[cH:100][cH:101][cH:102][cH:103][cH:104]2)([c:105]2[cH:106][cH:107][cH:108][cH:109][cH:110]2)[c:111]2[cH:112][cH:113][cH:114][cH:115][cH:116]2)([c:117]2[cH:118][cH:119][cH:120][cH:121][cH:122]2)[c:123]2[cH:124][cH:125][cH:126][cH:127][cH:128]2)[cH:129][cH:130]1>>[c:2]1(-[c:20]2[cH:19][cH:18][c:17](-[c:16]3[c:11]([NH2:10])[n:12][cH:13][cH:14][cH:15]3)[cH:22][cH:21]2)[cH:3][c:4]([O:8][CH3:9])[cH:5][cH:6][cH:7]1. Reactants: O=[N+]([O-])c1ccc2sc3c(Nc4cccc(Br)c4)ncnc3c2c1, COc1ccc2sc3c(Nc4cccc(Br)c4)ncnc3c2c1, Nc1ccc2sc3c(Nc4cccc(Br)c4)ncnc3c2c1. Product: Brc1cccc(Nc2ncnc3c2sc2ccccc23)c1. Reaction SMILES: [Br:1][c:2]1[cH:3][c:4]([NH:5][c:6]2[c:7]3[c:8]([n:9][cH:10][n:11]2)[c:12]2[c:13]([s:14]3)[cH:15][cH:16][c:17]([N+:19]([O-:20])=[O:21])[cH:18]2)[cH:22][cH:23][cH:24]1.[Br:47][c:48]1[cH:49][c:50]([NH:54][c:55]2[c:56]3[s:57][c:58]4[cH:59][cH:60][c:61]([O:62][CH3:63])[cH:64][c:65]4[c:66]3[n:67][cH:68][n:69]2)[cH:51][cH:52][cH:53]1.[NH2:25][c:26]1[cH:27][cH:28][c:29]2[s:30][c:31]3[c:32]([NH:33][c:34]4[cH:35][cH:36][cH:37][c:38]([Br:39])[cH:40]4)[n:41][cH:42][n:43][c:44]3[c:45]2[cH:46]1>>[Br:1][c:2]1[cH:3][c:4]([NH:5][c:6]2[c:7]3[c:8]([n:9][cH:10][n:11]2)[c:12]2[c:13]([s:14]3)[cH:15][cH:16][cH:17][cH:18]2)[cH:22][cH:23][cH:24]1. Starting materials: BrC1=C(CBr)C=CC(=C1)C#N (2-bromo-4-cyanobenzyl bromide), Cl.C(C)(C)(C)OC(CNC)=O (sarcosine tert-butyl ester hydrochloride). Product: BrC1=C(CN(CC(=O)OC(C)(C)C)C)C=CC(=C1)C#N (tert-butyl N-(2-bromo-4-cyanobenzyl)-N-methylglycinate). As a reaction SMILES: [Br:1][C:2]1[CH:9]=[C:8]([C:10]#[N:11])[CH:7]=[CH:6][C:3]=1[CH2:4]Br.Cl.[C:13]([O:17][C:18](=[O:22])[CH2:19][NH:20][CH3:21])([CH3:16])([CH3:15])[CH3:14]>>[Br:1][C:2]1[CH:9]=[C:8]([C:10]#[N:11])[CH:7]=[CH:6][C:3]=1[CH2:4][N:20]([CH3:21])[CH2:19][C:18]([O:17][C:13]([CH3:16])([CH3:15])[CH3:14])=[O:22] |f:1.2|. Procedure details: The title compound was prepared following the general procedure 10, starting from 2-bromo-4-cyanobenzyl bromide (Carbocor) and sarcosine tert-butyl ester hydrochloride. It was obtained as a white solid. 1H NMR (DMSO-d6, 300 MHz) δ 8.17 (d, J=1.6 Hz, 1H), 7.88 (dd, J=8.0, 1.6 Hz, 1H), 7.69 (d, J=8.0 Hz, 1H), 3.82 (s, 2H), 3.31 (s, 2H), 2.31 (s, 3H), 1.43 (s, 9H). LC/MS (Method B): 338.9, 340.9 (M+H)+. HPLC (Method A) Rt 3.10 min (Purity: 99.6%). Starting materials: NC=1C=CC2=C(C(OC(N2C)=O)(CC)CC)C1F (6-amino-4,4-diethyl-5-fluoro-1-methyl-1,4-dihydro-2H-3,1-benzoxazin-2-one), ClC=1C=C(C=CC1F)B(O)O (3-chloro-4-fluorophenylboronic acid). The product is ClC=1C=C(C=CC1F)NC=1C=CC2=C(C(OC(N2C)=O)(CC)CC)C1F (6-[(3-chloro-4-fluorophenyl)amino]-4,4-diethyl-5-fluoro-1-methyl-1,4-dihydro-2H-3,1-benzoxazin-2-one). As a reaction SMILES: [NH2:1][C:2]1[CH:3]=[CH:4][C:5]2[N:10]([CH3:11])[C:9](=[O:12])[O:8][C:7]([CH2:15][CH3:16])([CH2:13][CH3:14])[C:6]=2[C:17]=1[F:18].[Cl:19][C:20]1[CH:21]=[C:22](B(O)O)[CH:23]=[CH:24][C:25]=1[F:26]>>[Cl:19][C:20]1[CH:21]=[C:22]([NH:1][C:2]2[CH:3]=[CH:4][C:5]3[N:10]([CH3:11])[C:9](=[O:12])[O:8][C:7]([CH2:13][CH3:14])([CH2:15][CH3:16])[C:6]=3[C:17]=2[F:18])[CH:23]=[CH:24][C:25]=1[F:26]. Reported procedure: Prepared from 6-amino-4,4-diethyl-5-fluoro-1-methyl-1,4-dihydro-2H-3,1-benzoxazin-2-one and 3-chloro-4-fluorophenylboronic acid according to the coupling procedure described in example 1. 1H NMR (DMSO-d6): δ 8.03 (s, 1H), 7.32 (t, J=8.8 Hz, 1H), 7.26 (t, J=9.1 Hz, 1H), 6.92 (m, 2H), 6.83 (m, 1H), 3.29 (s, 3H), 2.12 (m, 2H), 1.92 (m, 2H), 0.84 (t, J=7.2 Hz, 6H); MS (ESI) m/z 381/383 ([M+H]+); MS (ESI) m/z 379/381 ([M−H]−); Anal. calcd for C19H19ClF2N2O2: C, 59.93; H, 5.03; N, 7.36. Found: C, 59.6... Reactants: CC(C(=O)O)C=1C=C2CC(CC2=CC1)CC (2-methyl-(2-ethylindan-5-yl)acetic acid), S(=O)(Cl)Cl (thionyl chloride). The solvent is C1=CC=CC=C1 (benzene). The product is CC(C(=O)Cl)C=1C=C2CC(CC2=CC1)CC (2-Methyl-(2-ethylindan-5-yl)-acetic acid chloride). RXN SMILES: [CH3:1][CH:2]([C:6]1[CH:7]=[C:8]2[C:12](=[CH:13][CH:14]=1)[CH2:11][CH:10]([CH2:15][CH3:16])[CH2:9]2)[C:3](O)=[O:4].S(Cl)([Cl:19])=O>C1C=CC=CC=1>[CH3:1][CH:2]([C:6]1[CH:7]=[C:8]2[C:12](=[CH:13][CH:14]=1)[CH2:11][CH:10]([CH2:15][CH3:16])[CH2:9]2)[C:3]([Cl:19])=[O:4]. Procedure: A solution of 57 g of 2-methyl-(2-ethylindan-5-yl)acetic acid and 40 ml of thionyl chloride in 200 ml of benzene is heated under reflux for 2 hours. The solvent and the excess thionyl chloride are then evaporated off in vacuo. The resulting oil is then distilled in vacuo. 56 g of 2-methyl-(2-ethylindan-5-yl)-acetic acid chloride are thus recovered in the form of a liquid: